This data is from the Open Reaction Database (ORD), a public repository of structured organic reaction records. The task is: describe an organic reaction: reactants, conditions, products, and yield Starting materials: FC1=CC(=C(C(=O)Cl)C=C1)C(F)(F)F (4-fluoro-2-trifluoromethyl-benzoyl chloride), CN1N=C(C(N(C1=O)C)=O)N1CCNCC1 (2,4-dimethyl-6-piperazin-1-yl-2H-[1,2,4]triazine-3,5-dione). Isolated yield 61.0%. Procedure details: The compound 41 (solid) is prepared from 4-fluoro-2-trifluoromethyl-benzoyl chloride and from the intermediate 12a according to the synthesis method 2 under the operating conditions described for Example 40 (yield: 61%). The product is FC1=CC(=C(C(=O)N2CCN(CC2)C=2C(N(C(N(N2)C)=O)C)=O)C=C1)C(F)(F)F (6-[4-(4-fluoro-2-trifluoromethyl-benzoyl)-piperazin-1-yl]-2,4-dimethyl-2H-[1,2,4]triazine-3,5-dione), FC(C1=C(C(=O)N2CCN(CC2)C=2C(N(C(N(N2)C)=O)C)=O)C=C(C=C1)C(F)(F)F)(F)F (6-[4-(2,5-Bis-trifluoromethyl-benzoyl)-piperazin-1-yl]-2,4-dimethyl-2H-[1,2,4]triazine-3,5-dione). As a reaction SMILES: [F:1][C:2]1[CH:10]=[CH:9][C:5]([C:6](Cl)=[O:7])=[C:4]([C:11]([F:14])([F:13])[F:12])[CH:3]=1.[CH3:15][N:16]1[C:21](=[O:22])[N:20]([CH3:23])[C:19](=[O:24])[C:18]([N:25]2[CH2:30][CH2:29][NH:28][CH2:27][CH2:26]2)=[N:17]1>>[F:1][C:2]1[CH:10]=[CH:9][C:5]([C:6]([N:28]2[CH2:27][CH2:26][N:25]([C:18]3[C:19](=[O:24])[N:20]([CH3:23])[C:21](=[O:22])[N:16]([CH3:15])[N:17]=3)[CH2:30][CH2:29]2)=[O:7])=[C:4]([C:11]([F:14])([F:13])[F:12])[CH:3]=1.[F:12][C:11]([F:14])([F:13])[C:4]1[CH:3]=[CH:2][C:10]([C:11]([F:14])([F:13])[F:12])=[CH:9][C:5]=1[C:6]([N:28]1[CH2:27][CH2:26][N:25]([C:18]2[C:19](=[O:24])[N:20]([CH3:23])[C:21](=[O:22])[N:16]([CH3:15])[N:17]=2)[CH2:30][CH2:29]1)=[O:7]. Reactants: C1(=C(C=CC=C1)NC=1OC2=C(N1)C=CC(=C2)CC(=O)NC=2C=C1CCC(C1=CC2)CC(=O)OCC)C (ethyl {5-[2-(2-o-tolylamino-benzoxazol-6-yl)-acetylamino]-indan-1-yl}-acetate), [OH-].[Na+] (sodium hydroxide). Solvent: C(C)O (ethanol). Yields the product C1(=C(C=CC=C1)NC=1OC2=C(N1)C=CC(=C2)CC(=O)NC=2C=C1CCC(C1=CC2)CC(=O)O)C ({5-[2-(2-o-Tolylamino-benzoxazol-6-yl)-acetylamino]-indan-1-yl}-acetic Acid). Isolated yield 99.5%. As a reaction SMILES: [C:1]1([CH3:36])[CH:6]=[CH:5][CH:4]=[CH:3][C:2]=1[NH:7][C:8]1[O:9][C:10]2[CH:16]=[C:15]([CH2:17][C:18]([NH:20][C:21]3[CH:22]=[C:23]4[C:27](=[CH:28][CH:29]=3)[CH:26]([CH2:30][C:31]([O:33]CC)=[O:32])[CH2:25][CH2:24]4)=[O:19])[CH:14]=[CH:13][C:11]=2[N:12]=1.[OH-].[Na+]>C(O)C>[C:1]1([CH3:36])[CH:6]=[CH:5][CH:4]=[CH:3][C:2]=1[NH:7][C:8]1[O:9][C:10]2[CH:16]=[C:15]([CH2:17][C:18]([NH:20][C:21]3[CH:22]=[C:23]4[C:27](=[CH:28][CH:29]=3)[CH:26]([CH2:30][C:31]([OH:33])=[O:32])[CH2:25][CH2:24]4)=[O:19])[CH:14]=[CH:13][C:11]=2[N:12]=1 |f:1.2|. Procedure: A solution of ethyl {5-[2-(2-o-tolylamino-benzoxazol-6-yl)-acetylamino]-indan-1-yl}-acetate [0.255 g, Reference Example 1(b)] in ethanol, under a nitrogen atmosphere, was treated with sodium hydroxide solution (1.6 mL, 1M) and the mixture was heated at reflux temperature for 1.5 hour. The reaction mixture was evaporated and the residual orange oil was treated with water (20 ml) and a few drops of tetrahydrofuran. The mixture was filtered and the filtrate was acidified to pH 1 by addition of conc... Starting materials: C(=O)=O (carbon dioxide), N[C@H]1CC2=C(C=CC=C2CC1)N1CCN(CC1)C ((R)-2-amino-8-(4-methylpiperazin-1-yl)-1,2,3,4-tetrahydronaphthalene), N1(CCCCC1)C1=CC=C(C(=O)O)C=C1 (4-piperidinobenzoic acid), Bas 1968, C(=O)(N1C=NC=C1)N1C=NC=C1 (1,1'-carbonyldiimidazole). Solvent: CN(C=O)C (N,N-dimethylformamide), CN(C=O)C (N,N-dimethylformamide). Conditions: temperature 75 celsius, time 17 hour. The product is CN1CCN(CC1)C=1C=CC=C2CC[C@H](CC12)NC(C1=CC=C(C=C1)N1CCCCC1)=O ((R)-N-[8-(4-methylpiperazin-1-yl)-1,2,3,4-tetrahydro-2-naphthyl]-4-piperidinobenzamide). The yield is 42.3%. RXN SMILES: [N:1]1([C:7]2[CH:15]=[CH:14][C:10]([C:11]([OH:13])=O)=[CH:9][CH:8]=2)[CH2:6][CH2:5][CH2:4][CH2:3][CH2:2]1.C(N1C=CN=C1)(N1C=CN=C1)=O.C(=O)=O.[NH2:31][C@@H:32]1[CH2:41][CH2:40][C:39]2[C:34](=[C:35]([N:42]3[CH2:47][CH2:46][N:45]([CH3:48])[CH2:44][CH2:43]3)[CH:36]=[CH:37][CH:38]=2)[CH2:33]1>CN(C)C=O>[CH3:48][N:45]1[CH2:46][CH2:47][N:42]([C:35]2[CH:36]=[CH:37][CH:38]=[C:39]3[C:34]=2[CH2:33][C@H:32]([NH:31][C:11](=[O:13])[C:10]2[CH:9]=[CH:8][C:7]([N:1]4[CH2:2][CH2:3][CH2:4][CH2:5][CH2:6]4)=[CH:15][CH:14]=2)[CH2:41][CH2:40]3)[CH2:43][CH2:44]1. Reported procedure: To a solution of 4-piperidinobenzoic acid (88 mg, 0.43 mmol; described in: Weringa, W. D.; Janssen, M. J. Recl. Trav. Chim. Pays-Bas 1968, 87 (12), 1372-1380) in anhydrous N,N-dimethylformamide (5 mL) was added 1,1'-carbonyldiimidazole (73 mg, 0.45 mmol) and the reaction was heated at 75° C. When the carbon dioxide evolution had ceased (after 30 min), the reaction was cooled to room temperature and a solution of (R)-2-amino-8-(4-methylpiperazin-1-yl)-1,2,3,4-tetrahydronaphthalene (100 mg, 0.41 m... Reactants: CC(C)Cc1ccc(-c2nc(Br)ns2)cc1C#N, CCc1c(B2OC(C)(C)C(C)(C)O2)cccc1C1CCN(C(=O)OC(C)(C)C)CC1, CN(C)C=O, [K+], [K+], [K+], O, O=P([O-])([O-])[O-], c1ccc(P(c2ccccc2)(c2ccccc2)[Pd](P(c2ccccc2)(c2ccccc2)c2ccccc2)(P(c2ccccc2)(c2ccccc2)c2ccccc2)P(c2ccccc2)(c2ccccc2)c2ccccc2)cc1. Product: CCc1c(-c2nsc(-c3ccc(CC(C)C)c(C#N)c3)n2)cccc1C1CCN(C(=O)OC(C)(C)C)CC1. RXN SMILES: [Br:31][c:32]1[n:33][s:34][c:35](-[c:37]2[cH:38][cH:39][c:40]([CH2:45][CH:46]([CH3:47])[CH3:48])[c:41]([C:42]#[N:43])[cH:44]2)[n:36]1.[CH2:1]([CH3:2])[c:3]1[c:4]([CH:18]2[CH2:19][CH2:20][N:21]([C:24](=[O:25])[O:26][C:27]([CH3:28])([CH3:29])[CH3:30])[CH2:22][CH2:23]2)[cH:5][cH:6][cH:7][c:8]1[B:9]1[O:10][C:11]([CH3:12])([CH3:13])[C:14]([CH3:15])([CH3:16])[O:17]1.[CH3:57][N:58]([CH3:59])[CH:60]=[O:61].[K+:54].[K+:55].[K+:56].[OH2:62].[P:49]([O-:50])([O-:51])([O-:52])=[O:53].[cH:63]1[cH:64][cH:65][c:66]([P:67]([Pd:68]([P:69]([c:70]2[cH:71][cH:72][cH:73][cH:74][cH:75]2)([c:76]2[cH:77][cH:78][cH:79][cH:80][cH:81]2)[c:82]2[cH:83][cH:84][cH:85][cH:86][cH:87]2)([P:88]([c:89]2[cH:90][cH:91][cH:92][cH:93][cH:94]2)([c:95]2[cH:96][cH:97][cH:98][cH:99][cH:100]2)[c:101]2[cH:102][cH:103][cH:104][cH:105][cH:106]2)[P:107]([c:108]2[cH:109][cH:110][cH:111][cH:112][cH:113]2)([c:114]2[cH:115][cH:116][cH:117][cH:118][cH:119]2)[c:120]2[cH:121][cH:122][cH:123][cH:124][cH:125]2)([c:126]2[cH:127][cH:128][cH:129][cH:130][cH:131]2)[c:132]2[cH:133][cH:134][cH:135][cH:136][cH:137]2)[cH:138][cH:139]1>>[CH2:1]([CH3:2])[c:3]1[c:4]([CH:18]2[CH2:19][CH2:20][N:21]([C:24](=[O:25])[O:26][C:27]([CH3:28])([CH3:29])[CH3:30])[CH2:22][CH2:23]2)[cH:5][cH:6][cH:7][c:8]1-[c:32]1[n:33][s:34][c:35](-[c:37]2[cH:38][cH:39][c:40]([CH2:45][CH:46]([CH3:47])[CH3:48])[c:41]([C:42]#[N:43])[cH:44]2)[n:36]1. The reactants are C(C)OC(C(C=C(CCOC(C1=CC=CC=C1)=O)CBr)NC=O)=O (6-benzoyloxy-4-bromomethyl-2-formylamino-hex-3-enoic acid ethyl ester), P(OC(C)C)(OC(C)C)OC(C)C (triisopropyl phosphite). Conditions: time 18 hour. Yields the product C(C)OC(C(C=C(CCOC(C1=CC=CC=C1)=O)CP(=O)(OC(C)C)OC(C)C)NC=O)=O (6-benzoyloxy-4-diisopropylphosphonomethyl-2-formylamino-hex-3-enoic acid ethyl ester). Reaction SMILES: [CH2:1]([O:3][C:4](=[O:24])[CH:5]([NH:21][CH:22]=[O:23])[CH:6]=[C:7]([CH2:19]Br)[CH2:8][CH2:9][O:10][C:11](=[O:18])[C:12]1[CH:17]=[CH:16][CH:15]=[CH:14][CH:13]=1)[CH3:2].[P:25]([O:34]C(C)C)([O:30][CH:31]([CH3:33])[CH3:32])[O:26][CH:27]([CH3:29])[CH3:28]>>[CH2:1]([O:3][C:4](=[O:24])[CH:5]([NH:21][CH:22]=[O:23])[CH:6]=[C:7]([CH2:19][P:25]([O:30][CH:31]([CH3:33])[CH3:32])([O:26][CH:27]([CH3:29])[CH3:28])=[O:34])[CH2:8][CH2:9][O:10][C:11](=[O:18])[C:12]1[CH:17]=[CH:16][CH:15]=[CH:14][CH:13]=1)[CH3:2]. Procedure details: 8.4 g (21 mmol) of 6-benzoyloxy-4-bromomethyl-2-formylamino-hex-3-enoic acid ethyl ester and 23 ml (84 mmol) of triisopropyl phosphite (90%) are heated to 80° C. and stirred under a pressure of ~130 mbar for 18 hours. The excess triisopropyl phosphite is distilled off and the residue is purified by chromatography on silica gel with ethyl acetate. 6-benzoyloxy-4-diisopropylphosphonomethyl-2-formylamino-hex-3-enoic acid ethyl ester is obtained in the form of a brown oil.